This data is from the Open Reaction Database (ORD), a public repository of structured organic reaction records. The task is: describe an organic reaction: reactants, conditions, products, and yield Reactants: [Ag+2], O=C([O-])[O-], CC(C)OC(=O)OC(Cl)C(C)C, Cc1ccccc1, CC(C)(COS(=O)(=O)CCCCl)C(O[Si](C)(C)C(C)(C)C)C(=O)O. Product: CC(C)OC(=O)OC(OC(=O)C(O[Si](C)(C)C(C)(C)C)C(C)(C)COS(=O)(=O)CCCCl)C(C)C. RXN SMILES: [Ag+2:48].[C:44](=[O:45])([O-:46])[O-:47].[CH3:25][CH:26]([CH3:27])[O:28][C:29](=[O:30])[O:31][CH:32]([CH:33]([CH3:34])[CH3:35])[Cl:36].[CH3:37][c:38]1[cH:39][cH:40][cH:41][cH:42][cH:43]1.[Cl:1][CH2:2][CH2:3][CH2:4][S:5](=[O:6])(=[O:7])[O:8][CH2:9][C:10]([CH:11]([C:12](=[O:13])[OH:14])[O:15][Si:16]([C:17]([CH3:18])([CH3:19])[CH3:20])([CH3:21])[CH3:22])([CH3:23])[CH3:24]>>[Cl:1][CH2:2][CH2:3][CH2:4][S:5](=[O:6])(=[O:7])[O:8][CH2:9][C:10]([CH:11]([C:12](=[O:13])[O:14][CH:32]([O:31][C:29]([O:28][CH:26]([CH3:25])[CH3:27])=[O:30])[CH:33]([CH3:34])[CH3:35])[O:15][Si:16]([C:17]([CH3:18])([CH3:19])[CH3:20])([CH3:21])[CH3:22])([CH3:23])[CH3:24].